This data is from the Open Reaction Database (ORD), a public repository of structured organic reaction records. The task is: describe an organic reaction: reactants, conditions, products, and yield Reactants: C(C)(C)(C)C1=CC(=C(C=C1)C=1N[C@]([C@](N1)(C)C1=CC=C(C=C1)Cl)(C)C1=CC=C(C=C1)Cl)OCC ((4S,5R)-2-(4-tert-butyl-2-ethoxy-phenyl)-4,5-bis-(4-chloro-phenyl)-4,5-dimethyl-4,5-dihydro-1H-imidazole), Cl.Cl.CS(=O)(=O)CCCN1CCNCC1 (1-(3-methanesulfonyl-propyl)-piperazine dihydrochloride), Cl.Cl.C(C)S(=O)(=O)CCCN1CCNCC1 (1-(3-ethanesulfonyl-propyl)-piperazine dihydrochloride), C(C)SCCCO (3-ethylsulfanyl-propan-1-ol). Yields the product C(C)(C)(C)C1=CC(=C(C=C1)C=1N([C@]([C@](N1)(C)C1=CC=C(C=C1)Cl)(C)C1=CC=C(C=C1)Cl)C(=O)N1CCN(CC1)CCCS(=O)(=O)CC)OCC ([(4S,5R)-2-(4-tert-Butyl-2-ethoxy-phenyl)-4,5-bis-(4-chloro-phenyl)-4,5-dimethyl-4,5-dihydro-imidazol-1-yl]-[4-(3-ethanesulfonyl-propyl)-piperazin-1-yl]-methanone). RXN SMILES: [C:1]([C:5]1[CH:10]=[CH:9][C:8]([C:11]2[NH:12][C@@:13]([C:25]3[CH:30]=[CH:29][C:28]([Cl:31])=[CH:27][CH:26]=3)([CH3:24])[C@@:14]([C:17]3[CH:22]=[CH:21][C:20]([Cl:23])=[CH:19][CH:18]=3)([CH3:16])[N:15]=2)=[C:7]([O:32][CH2:33][CH3:34])[CH:6]=1)([CH3:4])([CH3:3])[CH3:2].Cl.Cl.[CH2:37]([S:39]([CH2:42][CH2:43][CH2:44][N:45]1[CH2:50][CH2:49][NH:48][CH2:47][CH2:46]1)(=[O:41])=[O:40])[CH3:38].C(SCC[CH2:56][OH:57])C.Cl.Cl.CS(CCCN1CCNCC1)(=O)=O>>[C:1]([C:5]1[CH:10]=[CH:9][C:8]([C:11]2[N:15]([C:56]([N:48]3[CH2:49][CH2:50][N:45]([CH2:44][CH2:43][CH2:42][S:39]([CH2:37][CH3:38])(=[O:41])=[O:40])[CH2:46][CH2:47]3)=[O:57])[C@@:14]([C:17]3[CH:22]=[CH:21][C:20]([Cl:23])=[CH:19][CH:18]=3)([CH3:16])[C@@:13]([C:25]3[CH:26]=[CH:27][C:28]([Cl:31])=[CH:29][CH:30]=3)([CH3:24])[N:12]=2)=[C:7]([O:32][CH2:33][CH3:34])[CH:6]=1)([CH3:2])([CH3:3])[CH3:4] |f:1.2.3,5.6.7|. Reported procedure: In a manner analogous to the method described in example 5, (4S,5R)-2-(4-tert-butyl-2-ethoxy-phenyl)-4,5-bis-(4-chloro-phenyl)-4,5-dimethyl-4,5-dihydro-1H-imidazole (example 4) was reacted with 1-(3-ethanesulfonyl-propyl)-piperazine dihydrochloride (prepared from 3-ethylsulfanyl-propan-1-ol in an analogous manner as the method described for 1-(3-methanesulfonyl-propyl)-piperazine dihydrochloride) to give the title compound. HR-MS (ES, m/z) calculated for C39H51N4O4SCl2 [(M+H)+] 741.3003, observe... The reactants are FC=1C=CC(=C(C1)NC(C(C(=O)OCC)C)=O)C (ethyl 3-(5-fluoro-2-methylphenylamino)-2-methyl-3-oxopropanoate). Run in C1CCOC1 (THF). The product is FC=1C=CC(=C(C1)NC(C(C(=O)O)C)=O)C (3-(5-Fluoro-2-methylphenylamino)-2-methyl-3-oxopropanoic acid). As a reaction SMILES: [F:1][C:2]1[CH:3]=[CH:4][C:5]([CH3:18])=[C:6]([NH:8][C:9](=[O:17])[CH:10]([CH3:16])[C:11]([O:13]CC)=[O:12])[CH:7]=1>C1COCC1>[F:1][C:2]1[CH:3]=[CH:4][C:5]([CH3:18])=[C:6]([NH:8][C:9](=[O:17])[CH:10]([CH3:16])[C:11]([OH:13])=[O:12])[CH:7]=1. Procedure: The acid was prepared according to Procedure B using ethyl 3-(5-fluoro-2-methylphenylamino)-2-methyl-3-oxopropanoate (2.45 g, 9.67 mmol) in THF (10.0 mL). The crude product was used without further purification. Mass Spectrum (ESI) m/e=226.0, (M+1). The reactants are CCOC(=N)CC, CC#N, Cl, Cc1c[nH]nc1N. Yields the product Cl, CCC(=N)Nc1n[nH]cc1C. RXN SMILES: [C:9]([CH2:10][CH3:11])([O:12][CH2:13][CH3:14])=[NH:15].[CH3:16][C:17]#[N:18].[ClH:8].[NH2:1][c:2]1[n:3][nH:4][cH:5][c:6]1[CH3:7]>>[ClH:8].[NH:1]([c:2]1[n:3][nH:4][cH:5][c:6]1[CH3:7])[C:9]([CH2:10][CH3:11])=[NH:15]. The reactants are [H-].[Na+] (Sodium hydride), C(#N)C1CN(C1)C([C@@H](C)NC(=O)C1=CN(C2=NC=C(N=C21)C2=NNC1=CC(=CC=C21)Cl)COCC[Si](C)(C)C)=O (2-(6-chloro-1H-indazol-3-yl)-5-(2-trimethylsilanylethoxymethyl)-5H-pyrrolo[2,3-b]pyrazine-7-carboxylic acid [(R)-2-(3-cyano-azetidin-1-yl)-1-methyl-2-oxo-ethyl]-amide), Br.CN(C)CCBr (Dimethylaminoethyl bromide hydrobromide). The solvent is CN(C)C=O (DMF). Reaction conditions: temperature 0 celsius, time 10 minute. The product is C(#N)C1CN(C1)C([C@@H](C)NC(=O)C1=CN(C2=NC=C(N=C21)C2=NN(C1=CC(=CC=C21)Cl)CCN(C)C)COCC[Si](C)(C)C)=O (2-[6-chloro-1-(2-dimethylamino-ethyl)-1H-indazol-3-yl]-5-(2-trimethylsilanylethoxymethyl)-5H-pyrrolo[2,3-b]pyrazine-7-carboxylic acid [(R)-2-(3-cyano-azetidin-1-yl)-1-methyl-2-oxo-ethyl]-amide). Isolated yield 43.3%. As a reaction SMILES: [C:1]([CH:3]1[CH2:6][N:5]([C:7](=[O:40])[C@H:8]([NH:10][C:11]([C:13]2[C:21]3[C:16](=[N:17][CH:18]=[C:19]([C:22]4[C:30]5[C:25](=[CH:26][C:27]([Cl:31])=[CH:28][CH:29]=5)[NH:24][N:23]=4)[N:20]=3)[N:15]([CH2:32][O:33][CH2:34][CH2:35][Si:36]([CH3:39])([CH3:38])[CH3:37])[CH:14]=2)=[O:12])[CH3:9])[CH2:4]1)#[N:2].[H-].[Na+].Br.[CH3:44][N:45]([CH2:47][CH2:48]Br)[CH3:46]>CN(C=O)C>[C:1]([CH:3]1[CH2:6][N:5]([C:7](=[O:40])[C@H:8]([NH:10][C:11]([C:13]2[C:21]3[C:16](=[N:17][CH:18]=[C:19]([C:22]4[C:30]5[C:25](=[CH:26][C:27]([Cl:31])=[CH:28][CH:29]=5)[N:24]([CH2:48][CH2:47][N:45]([CH3:46])[CH3:44])[N:23]=4)[N:20]=3)[N:15]([CH2:32][O:33][CH2:34][CH2:35][Si:36]([CH3:39])([CH3:38])[CH3:37])[CH:14]=2)=[O:12])[CH3:9])[CH2:4]1)#[N:2] |f:1.2,3.4|. Reported procedure: In a 10 mL pear-shaped flask, 2-(6-chloro-1H-indazol-3-yl)-5-(2-trimethylsilanylethoxymethyl)-5H-pyrrolo[2,3-b]pyrazine-7-carboxylic acid [(R)-2-(3-cyano-azetidin-1-yl)-1-methyl-2-oxo-ethyl]-amide (280 mg, 0.48 mmol) was combined with DMF (8 ml) at 0° C. to give a yellow solution. Sodium hydride (60% in mineral oil, 70 mg, 1.74 mmol) was added and the reaction was stirred at 0° C. for 10 min. Dimethylaminoethyl bromide hydrobromide (169 mg, 0.73 mmol) was added and the reaction was stirred at 0°... Reactants: C(C)(=O)O[C@@H]1[C@@]2(CO[C@]([C@@H]([C@H]1OC(C)=O)OC(C)=O)(O2)C2=CC(=C(C=C2)Cl)CC2=CC=C(C=C2)O)COC(C)=O ((1R,2S,3S,4R,5S)-1-(acetoxymethyl)-5-(4-chloro-3-(4-hydroxybenzyl)phenyl)-6,8-dioxabicyclo[3.2.1]octane-2,3,4-triyl triacetate), BrCC(C)O[Si](C)(C)C(C)(C)C ((1-bromopropan-2-yloxy)(tert-butyl)dimethylsilane), C([O-])([O-])=O.[Cs+].[Cs+] (cesium carbonate). Solvent: CN(C)C=O (DMF), C(C)OC(C)=O (ethylacetate). Conditions: temperature 60 celsius, time 14 hour. The product is C(C)(=O)O[C@@H]1[C@@]2(CO[C@]([C@@H]([C@H]1OC(C)=O)OC(C)=O)(O2)C2=CC(=C(C=C2)Cl)CC2=CC=C(C=C2)OCC(C)O[Si](C)(C)C(C)(C)C)COC(C)=O ((1R,2S,3S,4R,5S)-1-(acetoxymethyl)-5-(3-(4-(2-(tert-butyldimethyl silyloxy)propoxy)benzyl)-4-chlorophenyl)-6,8-dioxabicyclo[3.2.1]octane-2,3,4-triyl triacetate). Yield: 54.3%. RXN SMILES: [C:1]([O:4][C@H:5]1[C@H:11]([O:12][C:13](=[O:15])[CH3:14])[C@@H:10]([O:16][C:17](=[O:19])[CH3:18])[C@:9]2([C:21]3[CH:26]=[CH:25][C:24]([Cl:27])=[C:23]([CH2:28][C:29]4[CH:34]=[CH:33][C:32]([OH:35])=[CH:31][CH:30]=4)[CH:22]=3)[O:20][C@@:6]1([CH2:36][O:37][C:38](=[O:40])[CH3:39])[CH2:7][O:8]2)(=[O:3])[CH3:2].Br[CH2:42][CH:43]([O:45][Si:46]([C:49]([CH3:52])([CH3:51])[CH3:50])([CH3:48])[CH3:47])[CH3:44].C(=O)([O-])[O-].[Cs+].[Cs+]>CN(C=O)C.C(OC(=O)C)C>[C:1]([O:4][C@H:5]1[C@H:11]([O:12][C:13](=[O:15])[CH3:14])[C@@H:10]([O:16][C:17](=[O:19])[CH3:18])[C@:9]2([C:21]3[CH:26]=[CH:25][C:24]([Cl:27])=[C:23]([CH2:28][C:29]4[CH:30]=[CH:31][C:32]([O:35][CH2:44][CH:43]([O:45][Si:46]([C:49]([CH3:51])([CH3:50])[CH3:52])([CH3:47])[CH3:48])[CH3:42])=[CH:33][CH:34]=4)[CH:22]=3)[O:20][C@@:6]1([CH2:36][O:37][C:38](=[O:40])[CH3:39])[CH2:7][O:8]2)(=[O:3])[CH3:2] |f:2.3.4|. Procedure details: To a solution of (1R,2S,3S,4R,5S)-1-(acetoxymethyl)-5-(4-chloro-3-(4-hydroxybenzyl)phenyl)-6,8-dioxabicyclo[3.2.1]octane-2,3,4-triyl triacetate (500 mg, 0.86 mmol) in dry DMF (10 mL), was added (1-bromopropan-2-yloxy)(tert-butyl)dimethylsilane (327 mg, 1.3 mmol) and cesium carbonate (847 mg, 2.6 mmol). The reaction mixture was was stirred at 60° C. for 14 h. After completion of reaction, as confirmed by TLC, the reaction mixture was diluted with ethylacetate (150 mL) and washed with water (3×10 ...